From a dataset of the Open Reaction Database (ORD), a public repository of structured organic reaction records. describe an organic reaction: reactants, conditions, products, and yield The reactants are CC(C)(C)OC(=O)N1CCC(COc2cccc3nc(N)nc(N)c23)CC1, Cl, C1COCCO1. Yields the product Nc1nc(N)c2c(OCC3CCNCC3)cccc2n1. RXN SMILES: [C:1]([O:2][C:3](=[O:4])[N:8]1[CH2:9][CH2:10][CH:11]([CH2:14][O:15][c:16]2[c:17]3[c:18]([NH2:27])[n:19][c:20]([NH2:26])[n:21][c:22]3[cH:23][cH:24][cH:25]2)[CH2:12][CH2:13]1)([CH3:5])([CH3:6])[CH3:7].[ClH:28].[O:29]1[CH2:30][CH2:31][O:32][CH2:33][CH2:34]1>>[NH:8]1[CH2:9][CH2:10][CH:11]([CH2:14][O:15][c:16]2[c:17]3[c:18]([NH2:27])[n:19][c:20]([NH2:26])[n:21][c:22]3[cH:23][cH:24][cH:25]2)[CH2:12][CH2:13]1. The reactants are C(C)(=O)NC1=CC=C(C=C1)SC1=C(C=C(C(=O)O)C=C1S(N)(=O)=O)N (4-(4-acetamidophenylmercapto)-3-amino-5-sulfamoylbenzoic acid), [OH-].[Na+] (sodium hydroxide), [OH-].[Na+] (sodium hydroxide). The solvent is O (water). The product is C(C)(=O)NC1=CC=C(C=C1)SC1=C(C=C(C(=O)O)C=C1S(N)(=O)=O)NCC1=CC=CC=C1 (4-(4-acetamidophenylmercapto)-3-benzylamino-5-sulfamoylbenzoic acid). As a reaction SMILES: [C:1]([NH:4][C:5]1[CH:10]=[CH:9][C:8]([S:11][C:12]2[C:20]([S:21](=[O:24])(=[O:23])[NH2:22])=[CH:19][C:15]([C:16]([OH:18])=[O:17])=[CH:14][C:13]=2[NH2:25])=[CH:7][CH:6]=1)(=[O:3])[CH3:2].[OH-].[Na+]>O>[C:1]([NH:4][C:5]1[CH:10]=[CH:9][C:8]([S:11][C:12]2[C:20]([S:21](=[O:24])(=[O:23])[NH2:22])=[CH:19][C:15]([C:16]([OH:18])=[O:17])=[CH:14][C:13]=2[NH:25][CH2:16][C:15]2[CH:19]=[CH:20][CH:12]=[CH:13][CH:14]=2)=[CH:7][CH:6]=1)(=[O:3])[CH3:2] |f:1.2|. Procedure: The starting material is prepared as follows: The solution of 4-(4-acetamidophenylmercapto)-3-amino-5-sulfamoylbenzoic acid if 50 ml of water containing 0.4 g of sodium hydroxide is adjusted to pH = 7.4 by the addition of 4N aqueous sodium hydroxide, whereupon 1.3 g of benzylchlorideare added while stirring under nitrogen. As soon as the pH remains constantthe mixture is filtered and the filtrate acidified with glacial acetic acidto a pH of 4-5. The precipitate formed is recrystallized from 50% ... Reactants: CO, O=[N+]([O-])c1c(F)cccc1CCNC1CCN(Cc2ccccc2)CC1, [H][H], O=[Pt]=O. The product is Nc1c(F)cccc1CCNC1CCN(Cc2ccccc2)CC1. Reaction SMILES: [CH3:29][OH:30].[F:1][c:2]1[c:3]([N+:24]([O-:25])=[O:26])[c:4]([CH2:5][CH2:6][NH:7][CH:8]2[CH2:9][CH2:10][N:11]([CH2:14][c:15]3[cH:16][cH:17][cH:18][cH:19][cH:20]3)[CH2:12][CH2:13]2)[cH:21][cH:22][cH:23]1.[H:27][H:28].[Pt:31](=[O:32])=[O:33]>>[F:1][c:2]1[c:3]([NH2:24])[c:4]([CH2:5][CH2:6][NH:7][CH:8]2[CH2:9][CH2:10][N:11]([CH2:14][c:15]3[cH:16][cH:17][cH:18][cH:19][cH:20]3)[CH2:12][CH2:13]2)[cH:21][cH:22][cH:23]1. Starting materials: Cc1ccsc1C#N, [Li]CCCC, C1CCOC1, CN1CCCN(C)C1=O, C[Si](C)(C)Cl, CC(C)NC(C)C. Product: Cc1cc([Si](C)(C)C)sc1C#N. RXN SMILES: [C:22](#[N:23])[c:24]1[s:25][cH:26][cH:27][c:28]1[CH3:29].[CH2:1]([Li:2])[CH2:3][CH2:4][CH3:5].[CH2:35]1[O:36][CH2:37][CH2:38][CH2:39]1.[CH3:13][N:14]1[CH2:15][CH2:16][CH2:17][N:18]([CH3:19])[C:20]1=[O:21].[CH3:30][Si:31]([CH3:32])([CH3:33])[Cl:34].[CH:6]([NH:7][CH:8]([CH3:9])[CH3:10])([CH3:11])[CH3:12]>>[C:22](#[N:23])[c:24]1[s:25][c:26]([Si:31]([CH3:30])([CH3:32])[CH3:33])[cH:27][c:28]1[CH3:29]. The reactants are N(N)C1=NC=C(N=C1C(C)C)C=1C=NC=CC1 (2-hydrazino-3-isopropyl-5-(3-pyridyl)pyrazine), N1C=NC(=C1)CC(C(=O)OCC)C(=O)OCC (diethyl (imidazol-4-ylmethyl)malonate). Yields the product C(C)(C)C=1C=2N(C=C(N1)C=1C=NC=CC1)C(=NN2)C(C(=O)OCC)CC=2N=CNC2 (ethyl rac-8-isopropyl-α-(imidazol-4-ylmethyl)-6-(3-pyridyl)-s-triazolo[4,3-a]pyrazine-3-acetate). RXN SMILES: [NH:1]([C:3]1[C:8]([CH:9]([CH3:11])[CH3:10])=[N:7][C:6]([C:12]2[CH:13]=[N:14][CH:15]=[CH:16][CH:17]=2)=[CH:5][N:4]=1)[NH2:2].[NH:18]1[CH:22]=[C:21]([CH2:23][CH:24]([C:30](OCC)=O)[C:25]([O:27][CH2:28][CH3:29])=[O:26])[N:20]=[CH:19]1>>[CH:9]([C:8]1[C:3]2[N:4]([C:30]([CH:24]([CH2:23][C:21]3[N:20]=[CH:19][NH:18][CH:22]=3)[C:25]([O:27][CH2:28][CH3:29])=[O:26])=[N:2][N:1]=2)[CH:5]=[C:6]([C:12]2[CH:13]=[N:14][CH:15]=[CH:16][CH:17]=2)[N:7]=1)([CH3:11])[CH3:10]. Reported procedure: In a manner analogous to Example 1, by condensing 2-hydrazino-3-isopropyl-5-(3-pyridyl)pyrazine with diethyl (imidazol-4-ylmethyl)malonate there is obtained ethyl rac-8-isopropyl-α-(imidazol-4-ylmethyl)-6-(3-pyridyl)-s-triazolo[4,3-a]pyrazine-3-acetate, MS: 405 (M)+, which is converted into the above acid by alkaline saponification. Reactants: B (borane), FC=1C=C2CC(NC2=CC1F)=O (5,6-difluoroxindole), CO (MeOH), Cl (hydrochloric acid). The solvent is C1CCOC1 (THF), C1CCOC1 (THF). Run at temperature 70 celsius. Product: FC=1C=C2CCNC2=CC1F (5,6-difluoro-2,3-dihydro-1H-indole). Reaction SMILES: [F:1][C:2]1[CH:3]=[C:4]2[C:8](=[CH:9][C:10]=1[F:11])[NH:7][C:6](=O)[CH2:5]2.B.CO.Cl>C1COCC1>[F:1][C:2]1[CH:3]=[C:4]2[C:8](=[CH:9][C:10]=1[F:11])[NH:7][CH2:6][CH2:5]2. Procedure details: Under an argon atmosphere 0.30 g (1.8 mmol) 5,6-difluoroxindole were dissolved in 10 mL THF and 3.0 mL of a 1 molar borane solution in THF were added dropwise. Then the reaction mixture was heated to 70° C. for 2 h and then cooled. After mixing with 3 mL MeOH another 5 mL of a 4N aqueous hydrochloric acid solution were added and the mixture was refluxed for 1 h. The organic phase was evaporated down, the aqueous phase was washed with DCM and then made alkaline with a 4N aqueous sodium hydroxide ... Reactants: C(CCCCCCC)C1CC2=CC=C(C=C2C1)C(=O)O (2-octylindan-5-carboxylic acid), S(=O)(Cl)Cl (thionyl chloride). Reagents/catalysts: CN(C)C=O (N,N'-dimethylformamide). The product is C(CCCCCCC)C1CC2=CC=C(C=C2C1)C(=O)Cl (2-octylindan-5-carbonyl chloride). Reaction SMILES: [CH2:1]([CH:9]1[CH2:17][C:16]2[C:11](=[CH:12][CH:13]=[C:14]([C:18]([OH:20])=O)[CH:15]=2)[CH2:10]1)[CH2:2][CH2:3][CH2:4][CH2:5][CH2:6][CH2:7][CH3:8].S(Cl)([Cl:23])=O>CN(C=O)C>[CH2:1]([CH:9]1[CH2:17][C:16]2[C:11](=[CH:12][CH:13]=[C:14]([C:18]([Cl:23])=[O:20])[CH:15]=2)[CH2:10]1)[CH2:2][CH2:3][CH2:4][CH2:5][CH2:6][CH2:7][CH3:8]. Procedure details: In a 50 ml-round bottomed flask, 5.00 g (18.2 mM) of 2-octylindan-5-carboxylic acid was placed and 7.0 ml of thionyl chloride and one drop of N,N'-dimethylformamide (DMF) were added thereto, followed by heat-refluxing for 30 minute. An excessive thionyl chloride was distilled off under reduced pressure from the above mixture to obtain 2-octylindan-5-carbonyl chloride. A solution of the above-obtained 2-octylindan-5-carbonyl chloride in 50 ml of THF was gradually added dropwise to 45 ml of 30%-am... The reactants are C1(CC(CC(C1)O)O)O (cyclohexane-1,3,5-triol), C1(CC=CCC1)C(=O)Cl (3-cyclohexene carbonyl chloride), Cl (hydrochloric acid), ice water. Run in N1=CC=CC=C1 (pyridine). Run at temperature 2.5 celsius, time 4 hour. Product: C1(CC=CCC1)C(=O)OC1CC(CC(C1)OC(=O)C1CC=CCC1)OC(=O)C1CC=CCC1 (1,3,5-tris(3-cyclohexene carbonyloxy)cyclohexane). Yield: 100.8%. RXN SMILES: [CH:1]1([OH:9])[CH2:6][CH:5]([OH:7])[CH2:4][CH:3]([OH:8])[CH2:2]1.[CH:10]1([C:16](Cl)=[O:17])[CH2:15][CH2:14][CH:13]=[CH:12][CH2:11]1.Cl>N1C=CC=CC=1>[CH:10]1([C:16]([O:7][CH:5]2[CH2:6][CH:1]([O:9][C:16]([CH:10]3[CH2:15][CH2:14][CH:13]=[CH:12][CH2:11]3)=[O:17])[CH2:2][CH:3]([O:8][C:16]([CH:10]3[CH2:15][CH2:14][CH:13]=[CH:12][CH2:11]3)=[O:17])[CH2:4]2)=[O:17])[CH2:15][CH2:14][CH:13]=[CH:12][CH2:11]1. Reported procedure: To 1.32 g (10 mmol) of cyclohexane-1,3,5-triol (a mixture of cis- and trans-isomers) dissolved in 20 ml of pyridine was added dropwise 6.51 g (45 mmol) of 3-cyclohexene carbonyl chloride within 30 minutes at 5° C. or lower, followed by stirring at 0 to 5° C. for 4 hours to allow the reaction to proceed. After the reaction, the reaction solution was poured into a mixture of 50 ml of 10% hydrochloric acid and 50 ml of ice water, and the resultant was extracted with 30 ml of chloroform three times.... The reactants are COC(CCNC(C1=CC=C(C=C1)C(CC(C)C)NC1=CC=C(C=C1)C1=CC=C(C=C1)C(C)(C)C)=O)=O (3-{4-[1-(4′-tert-butyl-biphenyl-4-ylamino)-3-methyl-butyl]-benzoylamino}-propionic acid methyl ester), CO (MeOH), [OH-].[Na+] (NaOH). The solvent is CCOC(=O)C (EtOAc). Conditions: time 4 hour. Product: C(C)(C)(C)C1=CC=C(C=C1)C1=CC=C(C=C1)NC(CC(C)C)C1=CC=C(C(=O)NCCC(=O)O)C=C1 (3-{4-[1-(4′-tert-Butyl-biphenyl-4-ylamino)-3-methyl-butyl]-benzoylamino}-propionic acid). Yield: 54.9%. Reaction SMILES: C[O:2][C:3](=[O:37])[CH2:4][CH2:5][NH:6][C:7](=[O:36])[C:8]1[CH:13]=[CH:12][C:11]([CH:14]([NH:19][C:20]2[CH:25]=[CH:24][C:23]([C:26]3[CH:31]=[CH:30][C:29]([C:32]([CH3:35])([CH3:34])[CH3:33])=[CH:28][CH:27]=3)=[CH:22][CH:21]=2)[CH2:15][CH:16]([CH3:18])[CH3:17])=[CH:10][CH:9]=1.CO.[OH-].[Na+]>CCOC(C)=O>[C:32]([C:29]1[CH:28]=[CH:27][C:26]([C:23]2[CH:24]=[CH:25][C:20]([NH:19][CH:14]([C:11]3[CH:12]=[CH:13][C:8]([C:7]([NH:6][CH2:5][CH2:4][C:3]([OH:37])=[O:2])=[O:36])=[CH:9][CH:10]=3)[CH2:15][CH:16]([CH3:18])[CH3:17])=[CH:21][CH:22]=2)=[CH:31][CH:30]=1)([CH3:34])([CH3:35])[CH3:33] |f:2.3|. Reported procedure: 3-{4-[1-(4′-tert-butyl-biphenyl-4-ylamino)-3-methyl-butyl]-benzoylamino}-propionic acid methyl ester (30 mg) is taken into MeOH (10 mL), followed by the addition of 5N NaOH (1 mL). The reaction is stirred for 4 h, diluted with EtOAc, washed with aqueous HCl, and brine. The organic portion is dried over MgSO4, and concentrated to afford 16 mg of the titled compound. MS (ES): 487.3 [M+H]+. The product is Cl.C(C1=CC=CC=C1)(=O)N[C@H](C(=O)O)CC1=CC=C(C=C1)OCCCCNC1=NC=CC=N1 (2(S)-Benzoylamino-3-[4-(4-pyrimidin-2-ylaminobutyloxy)phenyl]-propionic acid hydrochloride). Reaction SMILES: [C:1]([NH:9][C@@H:10]([CH2:15][C:16]1[CH:21]=[CH:20][C:19]([O:22][CH2:23][CH2:24][CH2:25][CH2:26][NH:27][C:28]2[N:33]=[CH:32][CH:31]=[CH:30][N:29]=2)=[CH:18][CH:17]=1)[C:11]([O:13]C)=[O:12])(=[O:8])[C:2]1[CH:7]=[CH:6][CH:5]=[CH:4][CH:3]=1.[ClH:34]>>[ClH:34].[C:1]([NH:9][C@@H:10]([CH2:15][C:16]1[CH:21]=[CH:20][C:19]([O:22][CH2:23][CH2:24][CH2:25][CH2:26][NH:27][C:28]2[N:29]=[CH:30][CH:31]=[CH:32][N:33]=2)=[CH:18][CH:17]=1)[C:11]([OH:13])=[O:12])(=[O:8])[C:2]1[CH:3]=[CH:4][CH:5]=[CH:6][CH:7]=1 |f:2.3|. Procedure details: A solution of 26-2 (250 mg, 0.56 mmol), in 6N HCl (6 mL) was heated at 60° C. for 2.0 h. The solution was concentrated to give 26-3 as a solid, which was used directly in the next step. Starting materials: C(C1=CC=CC=C1)(=O)N[C@H](C(=O)OC)CC1=CC=C(C=C1)OCCCCNC1=NC=CC=N1 (Methyl 2(S)-benzoylamino-3-[4-(4-pyrimidin-2-ylaminobutyloxy)-phenyl]propionate), Cl (HCl).